From a dataset of the Open Reaction Database (ORD), a public repository of structured organic reaction records. describe an organic reaction: reactants, conditions, products, and yield The reactants are N1=CC=CC=C1.F (Hydrogen fluoride pyridine), C(C)(=O)OC=1C=C(C2=C(N=C(O2)C2=CC(=C(C=C2)OC(C)=O)F)C1)C=C (2-[4-(acetyloxy)-3-fluorophenyl]-7-vinyl-1,3-benzoxazol-5-yl acetate), BrN1C(N(C(C1(C)C)=O)Br)=O (1,3-dibromo-5,5-dimethylimidazolidine-2,4-dione). Solvent: Cl (HCl), S1(=O)(=O)CCCC1 (sulfolane). Reaction conditions: time 5 minute. Product: BrCC(F)C1=CC(=CC=2N=C(OC21)C2=CC(=C(C=C2)O)F)O (7-(2-bromo-1-fluoroethyl)-2-(3-fluoro-4-hydroxyphenyl)-1,3-benzoxazol-5-ol). Reaction SMILES: N1C=CC=CC=1.[FH:7].C([O:11][C:12]1[CH:13]=[C:14]([CH:32]=[CH2:33])[C:15]2[O:19][C:18]([C:20]3[CH:25]=[CH:24][C:23]([O:26]C(=O)C)=[C:22]([F:30])[CH:21]=3)=[N:17][C:16]=2[CH:31]=1)(=O)C.[Br:34]N1C(C)(C)C(=O)N(Br)C1=O>S1(CCCC1)(=O)=O.Cl>[Br:34][CH2:33][CH:32]([C:14]1[C:15]2[O:19][C:18]([C:20]3[CH:25]=[CH:24][C:23]([OH:26])=[C:22]([F:30])[CH:21]=3)=[N:17][C:16]=2[CH:31]=[C:12]([OH:11])[CH:13]=1)[F:7] |f:0.1|. Procedure: Hydrogen fluoride pyridine (1.14 mL) was added dropwise into a cold (0° C.) solution of 2-[4-(acetyloxy)-3-fluorophenyl]-7-vinyl-1,3-benzoxazol-5-yl acetate (0.25 g, 0.7 mmol), in sulfolane (3 mL). The reaction mixture was stirred for 5 min and then 1,3-dibromo-5,5-dimethylimidazolidine-2,4-dione (120 mg) was added in one portion. The mixture was stirred at room temperature for 24 h, diluted with HCl (1N) and extracted with EtOAc. The organic layer was dried over MgSO4. Evaporation and purificat... Starting materials: ClC1=CC(=C(C(=O)O)C=C1)C (4-Chloro-2-methylbenzoic acid), ON1N=NC2=C1C=CC=C2 (1-hydroxylbenzotriazole), CCN=C=NCCCN(C)C.Cl (EDC.HCl), O1CCC(CC1)N (tetrahydropyran-4-yl amine), CN1CCOCC1 (N-methylmorpholine). Solvent: CN(C)C=O (DMF), C(Cl)Cl (DCM), C(Cl)Cl (DCM), C(Cl)Cl (DCM), CO (MeOH). Reaction conditions: time 8 hour. The product is ClC1=CC(=C(C(=O)NC2CCOCC2)C=C1)C (4-Chloro-2-methyl-N-(tetrahydro-pyran-4-yl)-benzamide). The yield is 68.6%. RXN SMILES: [Cl:1][C:2]1[CH:10]=[CH:9][C:5]([C:6]([OH:8])=O)=[C:4]([CH3:11])[CH:3]=1.[O:12]1[CH2:17][CH2:16][CH:15]([NH2:18])[CH2:14][CH2:13]1.CN1CCOCC1.ON1C2C=CC=CC=2N=N1.CCN=C=NCCCN(C)C.Cl>C(Cl)Cl.CO.CN(C=O)C>[Cl:1][C:2]1[CH:10]=[CH:9][C:5]([C:6]([NH:18][CH:15]2[CH2:16][CH2:17][O:12][CH2:13][CH2:14]2)=[O:8])=[C:4]([CH3:11])[CH:3]=1 |f:4.5|. Reported procedure: 4-Chloro-2-methylbenzoic acid (2.06 g, 12 mmol) was dissolved in DCM (50 mL) and DMF (10 mL) and the solution was cooled to an ice-water bath. To this solution was added a solution of tetrahydropyran-4-yl amine (1.22 g, 12 mmol, 1.05 equiv.) in 10 mL of DCM, followed by N-methylmorpholine (5.75 g, 8 mL, 75 mmol, 3 equiv.), 1-hydroxylbenzotriazole (HOBT) (4.4 g, 32.5 mmol, 1.3 equiv.), sequentially, and finally EDC.HCl (2.97 g, 15.6 mmol, 1.3 equiv.). The resultant clear light brown solution was ... Reactants: FC(C(=O)OC)C(=O)OC (dimethyl α-fluoromalonate), C=O (formaldehyde). The product is OCC(C(=O)OC)(C(=O)OC)F (dimethyl α-hydroxymethyl-α-fluoromalonate). Reaction SMILES: [F:1][CH:2]([C:7]([O:9][CH3:10])=[O:8])[C:3]([O:5][CH3:6])=[O:4].[CH2:11]=[O:12]>>[OH:12][CH2:11][C:2]([F:1])([C:7]([O:9][CH3:10])=[O:8])[C:3]([O:5][CH3:6])=[O:4]. Procedure details: The process according to the invention is carried out in three stages: dimethyl α-fluoromalonate is first reacted with formaldehyde to give dimethyl α-hydroxymethyl-α-fluoromalonate, the latter is then hydrolyzed and the hydrolysis product is decarboxylated and dehydrated, and finally, the resuiting α-fluoroacrylic acid is esterified with a substituted phenol. Reactants: C(C1=CC=CC=C1)N1N=C(C(=C1)CO)OCC1=CC(=C(C=C1)OCC=1N=C(OC1C)C=1OC=CC1)OCC ({1-benzyl-3-[(3-ethoxy-4-{[2-(2-furyl)-5-methyl-1,3-oxazol-4-yl]methoxy}benzyl)oxy]-1H-pyrazol-4-yl}methanol). Reagents/catalysts: [O-2].[O-2].[Mn+4] (manganese dioxide). Run in O1CCCC1 (tetrahydrofuran). Run at time 15 hour. Yields the product C(C1=CC=CC=C1)N1N=C(C(=C1)C=O)OCC1=CC(=C(C=C1)OCC=1N=C(OC1C)C=1OC=CC1)OCC (1-benzyl-3-[(3-ethoxy-4-{[2-(2-furyl)-5-methyl-1,3-oxazol-4-yl]methoxy}benzyl)oxy]-1H-pyrazole-4-carbaldehyde). Isolated yield 93.2%. RXN SMILES: [CH2:1]([N:8]1[CH:12]=[C:11]([CH2:13][OH:14])[C:10]([O:15][CH2:16][C:17]2[CH:22]=[CH:21][C:20]([O:23][CH2:24][C:25]3[N:26]=[C:27]([C:31]4[O:32][CH:33]=[CH:34][CH:35]=4)[O:28][C:29]=3[CH3:30])=[C:19]([O:36][CH2:37][CH3:38])[CH:18]=2)=[N:9]1)[C:2]1[CH:7]=[CH:6][CH:5]=[CH:4][CH:3]=1>[O-2].[O-2].[Mn+4].O1CCCC1>[CH2:1]([N:8]1[CH:12]=[C:11]([CH:13]=[O:14])[C:10]([O:15][CH2:16][C:17]2[CH:22]=[CH:21][C:20]([O:23][CH2:24][C:25]3[N:26]=[C:27]([C:31]4[O:32][CH:33]=[CH:34][CH:35]=4)[O:28][C:29]=3[CH3:30])=[C:19]([O:36][CH2:37][CH3:38])[CH:18]=2)=[N:9]1)[C:2]1[CH:3]=[CH:4][CH:5]=[CH:6][CH:7]=1 |f:1.2.3|. Reported procedure: A mixture of {1-benzyl-3-[(3-ethoxy-4-{[2-(2-furyl)-5-methyl-1,3-oxazol-4-yl]methoxy}benzyl)oxy]-1H-pyrazol-4-yl}methanol (0.70 g), activated manganese dioxide (2.0 g) and tetrahydrofuran (100 mL) was stirred at room temperature for 15 hrs. Manganese dioxide was removed by filtration and the filtrate was concentrated. The obtained crystals were collected by filtration to give 1-benzyl-3-[(3-ethoxy-4-{[2-(2-furyl)-5-methyl-1,3-oxazol-4-yl]methoxy}benzyl)oxy]-1H-pyrazole-4-carbaldehyde (0.65 g, yi... Reactants: CCOC(=O)CC#N, CCO, Cl, NO, [Na+], [Na+], O=C([O-])[O-], O. Product: CCOC(=O)CC(N)=NO. RXN SMILES: [C:2](#[N:3])[CH2:4][C:5](=[O:6])[O:7][CH2:8][CH3:9].[CH3:19][CH2:20][OH:21].[ClH:10].[NH2:11][OH:12].[Na+:13].[Na+:14].[O-:15][C:16](=[O:17])[O-:18].[OH2:1]>>[OH:1][N:11]=[C:2]([NH2:3])[CH2:4][C:5](=[O:6])[O:7][CH2:8][CH3:9]. Reactants: Cc1ccccc1, CC(C)(C)OC(=O)N=NC(=O)OC(C)(C)C, O, O=C1OCCC1O, c1ccc(P(c2ccccc2)c2ccccc2)cc1, COc1ccc(OCCCN(Cc2cccc(O)c2)c2nc3ccccc3o2)cc1. The product is COc1ccc(OCCCN(Cc2cccc(OC3CCOC3=O)c2)c2nc3ccccc3o2)cc1. As a reaction SMILES: [CH3:73][c:74]1[cH:75][cH:76][cH:77][cH:78][cH:79]1.[N:57]([C:58]([O:59][C:60]([CH3:61])([CH3:62])[CH3:63])=[O:64])=[N:65][C:66]([O:67][C:68]([CH3:69])([CH3:70])[CH3:71])=[O:72].[OH2:80].[OH:31][CH:32]1[C:33](=[O:34])[O:35][CH2:36][CH2:37]1.[c:38]1([P:39]([c:40]2[cH:41][cH:42][cH:43][cH:44][cH:45]2)[c:46]2[cH:47][cH:48][cH:49][cH:50][cH:51]2)[cH:52][cH:53][cH:54][cH:55][cH:56]1.[o:1]1[c:2]([N:10]([CH2:11][CH2:12][CH2:13][O:14][c:15]2[cH:16][cH:17][c:18]([O:21][CH3:22])[cH:19][cH:20]2)[CH2:23][c:24]2[cH:25][c:26]([OH:30])[cH:27][cH:28][cH:29]2)[n:3][c:4]2[c:5]1[cH:6][cH:7][cH:8][cH:9]2>>[o:1]1[c:2]([N:10]([CH2:11][CH2:12][CH2:13][O:14][c:15]2[cH:16][cH:17][c:18]([O:21][CH3:22])[cH:19][cH:20]2)[CH2:23][c:24]2[cH:25][c:26]([O:30][CH:32]3[C:33](=[O:34])[O:35][CH2:36][CH2:37]3)[cH:27][cH:28][cH:29]2)[n:3][c:4]2[c:5]1[cH:6][cH:7][cH:8][cH:9]2. The reactants are ClC=1C(N(C=C(N1)Cl)C(CC)C1CCC1)=O (3,5-dichloro-1-(1-cyclobutylpropyl)-2(1H)-pyrazinone), COC1=CC2=C(NCCO2)C=C1 (7-methoxy-3,4-dihydro-2H-1,4-benzoxazine). Yields the product ClC=1N=C(C(N(C1)C(CC)C1CCC1)=O)N1CCOC2=C1C=CC(=C2)OC (5-chloro-1-(1-cyclobutylpropyl)-3-(7-methoxy-2,3-dihydro-4H-1,4-benzoxazin-4-yl)-2(1H)-pyrazinone). RXN SMILES: Cl[C:2]1[C:3](=[O:16])[N:4]([CH:9]([CH:12]2[CH2:15][CH2:14][CH2:13]2)[CH2:10][CH3:11])[CH:5]=[C:6]([Cl:8])[N:7]=1.[CH3:17][O:18][C:19]1[CH:28]=[CH:27][C:22]2[NH:23][CH2:24][CH2:25][O:26][C:21]=2[CH:20]=1>>[Cl:8][C:6]1[N:7]=[C:2]([N:23]2[C:22]3[CH:27]=[CH:28][C:19]([O:18][CH3:17])=[CH:20][C:21]=3[O:26][CH2:25][CH2:24]2)[C:3](=[O:16])[N:4]([CH:9]([CH:12]2[CH2:15][CH2:14][CH2:13]2)[CH2:10][CH3:11])[CH:5]=1. Procedure: Prepared in a similar fashion as described for Example aaa using 3,5-dichloro-1-(1-cyclobutylpropyl)-2(1H)-pyrazinone and 7-methoxy-3,4-dihydro-2H-1,4-benzoxazine as the starting materials to give an oil. 1H NMR (300 MHz, CDCl3) δ 6.91 (d, J=9.5 Hz, 1H), 6.69 (s, 1H), 6.46–6.41 (m, 2H), 4.92–4.82 (m, 1H), 4.34–4.31 (m, 2H), 4.20–4.16 (m, 2H), 3.76 (s, 3H), 2.64–2.50 (m, 1H), 2.24–2.12 (m, 1H), 1.96–1.40 (m, 7H), 0.84 (t, J=7.5 Hz, 3H); HRMS (ESI) m/z 390.1595 [(M+H)+, calcd for C20H25N3O3Cl 390.... The reactants are NC1=NSC(=C1C(=O)OCC)C (Ethyl 3-amino-5-methylisothiazole-4-carboxylate), C(C=C)Br (allyl bromide). Product: CC1=C(C(=NS1)NCCC)C(=O)OCC (ethyl 5-methyl-3-propylaminoisothiazole-4-carboxylate). Reaction SMILES: [NH2:1][C:2]1[C:6]([C:7]([O:9][CH2:10][CH3:11])=[O:8])=[C:5]([CH3:12])[S:4][N:3]=1.[CH2:13](Br)[CH:14]=[CH2:15]>>[CH3:12][C:5]1[S:4][N:3]=[C:2]([NH:1][CH2:13][CH2:14][CH3:15])[C:6]=1[C:7]([O:9][CH2:10][CH3:11])=[O:8]. Procedure details: Ethyl 3-amino-5-methylisothiazole-4-carboxylate, prepared by the method of Hartke and Peshkar, Arch. Pharm.- Weinheim, 301(8), 611 (1968), is reacted with allyl bromide using the conditions described in Example 15A. This product is then hydrogenated using the procedure described in Example 15B to give ethyl 5-methyl-3-propylaminoisothiazole-4-carboxylate.